The task is: describe an organic reaction: reactants, conditions, products, and yield. This data is from the Open Reaction Database (ORD), a public repository of structured organic reaction records. The reactants are C=O, c1ccc2[nH]nnc2c1, NCCc1cccs1. Yields the product c1csc(CCNCn2nnc3ccccc32)c1. RXN SMILES: [CH2:18]=[O:19].[nH:1]1[n:2][n:3][c:4]2[c:5]1[cH:6][cH:7][cH:8][cH:9]2.[s:10]1[c:11]([CH2:15][CH2:16][NH2:17])[cH:12][cH:13][cH:14]1>>[n:1]1([CH2:18][NH:17][CH2:16][CH2:15][c:11]2[s:10][cH:14][cH:13][cH:12]2)[n:2][n:3][c:4]2[c:5]1[cH:6][cH:7][cH:8][cH:9]2. Starting materials: OC(C(=O)OCC)C=1SC2=C(C1C1=CC=CC=C1)C=CC=C2 (ethyl 2-hydroxy-2-(3-phenyl-1-benzothiophen-2-yl)acetate), C(C)(C)(C)Br (tertbutylbromide). The reagents and catalysts are [Ag-]=O (silver (I) oxide). Run in C1CCCCC1 (cyclohexane). Reaction conditions: time 48 hour. Yields the product C(C)(C)(C)OC(C(=O)OCC)C=1SC2=C(C1C1=CC=CC=C1)C=CC=C2 (ethyl 2-(tert-butoxy)-2-(3-phenyl-1-benzothiophen-2-yl)acetate). Yield: 11.0%. As a reaction SMILES: [OH:1][CH:2]([C:8]1[S:9][C:10]2[CH:22]=[CH:21][CH:20]=[CH:19][C:11]=2[C:12]=1[C:13]1[CH:18]=[CH:17][CH:16]=[CH:15][CH:14]=1)[C:3]([O:5][CH2:6][CH3:7])=[O:4].[C:23](Br)([CH3:26])([CH3:25])[CH3:24]>C1CCCCC1.[Ag-]=O>[C:23]([O:1][CH:2]([C:8]1[S:9][C:10]2[CH:22]=[CH:21][CH:20]=[CH:19][C:11]=2[C:12]=1[C:13]1[CH:18]=[CH:17][CH:16]=[CH:15][CH:14]=1)[C:3]([O:5][CH2:6][CH3:7])=[O:4])([CH3:26])([CH3:25])[CH3:24]. Procedure: A mixture of ethyl 2-hydroxy-2-(3-phenyl-1-benzothiophen-2-yl)acetate (3b) (340 mg, 1.09 mmol), silver (I) oxide (758 mg, 3.27 mmol) and tertbutylbromide (612 μL, 5.45 mmol) in cyclohexane (20 mL) was vigorously stirred for 48 hours under a nitrogen atmosphere. The reaction mixture was then filtered and concentrated in vacuo. The residue was purified by flash chromatography on silica gel (cyclohexane/ethyl acetate 90/10) to afford the desired ether oxide (3c) as a white solid (45 mg, 0.12 mmol, ... Starting materials: [N+](=O)(O)[O-] (nitric acid), S(C#N)C1=CC=C(NS(=O)(=O)C2=CC=C(C=C2)C)C=C1 (4′-Thiocyano-p-toluenesulfonanilide), O (water). The solvent is C(C)(=O)O (acetic acid). The product is [N+](=O)([O-])C1=C(NS(=O)(=O)C2=CC=C(C=C2)C)C=CC(=C1)SC#N (2′-nitro-4′-thiocyano-p-toluenesulfonanilide). Isolated yield 98.7%. As a reaction SMILES: [S:1]([C:4]1[CH:20]=[CH:19][C:7]([NH:8][S:9]([C:12]2[CH:17]=[CH:16][C:15]([CH3:18])=[CH:14][CH:13]=2)(=[O:11])=[O:10])=[CH:6][CH:5]=1)[C:2]#[N:3].[N+:21]([O-])([OH:23])=[O:22].O>C(O)(=O)C>[N+:21]([C:6]1[CH:5]=[C:4]([S:1][C:2]#[N:3])[CH:20]=[CH:19][C:7]=1[NH:8][S:9]([C:12]1[CH:17]=[CH:16][C:15]([CH3:18])=[CH:14][CH:13]=1)(=[O:11])=[O:10])([O-:23])=[O:22]. Procedure details: 4′-Thiocyano-p-toluenesulfonanilide (19.2 g (63.2 mmol)) was dissolved in acetic acid (60 ml). To this, fuming nitric acid (3.04 ml (75.9 mmol)) was added dropwise with stirring at room temperature. Then, the mixture was stirred at 50° C. for 4 hours, poured into water, and the crystals separated were filtered and washed with water. The resulting crystals were dissolved in ethyl acetate, and the solution was dried over anhydrous magnesium sulfate and then concentrated under reduced pressure to g...